This data is from the Open Reaction Database (ORD), a public repository of structured organic reaction records. The task is: describe an organic reaction: reactants, conditions, products, and yield Starting materials: BrCCBr, O=C([O-])[O-], ClCCl, CN(C)C=O, Cl, [K+], [K+], O, CCOC(=O)C(=NO)c1csc(NC(c2ccccc2)(c2ccccc2)c2ccccc2)n1. Product: CCOC(=O)C(=NOCCBr)c1csc(NC(c2ccccc2)(c2ccccc2)c2ccccc2)n1. As a reaction SMILES: [Br:41][CH2:42][CH2:43][Br:44].[C:35](=[O:36])([O-:37])[O-:38].[CH2:51]([Cl:52])[Cl:53].[CH3:46][N:47]([CH3:48])[CH:49]=[O:50].[ClH:1].[K+:39].[K+:40].[OH2:45].[OH:2][N:3]=[C:4]([C:5](=[O:6])[O:7][CH2:8][CH3:9])[c:10]1[n:11][c:12]([NH:15][C:16]([c:17]2[cH:18][cH:19][cH:20][cH:21][cH:22]2)([c:23]2[cH:24][cH:25][cH:26][cH:27][cH:28]2)[c:29]2[cH:30][cH:31][cH:32][cH:33][cH:34]2)[s:13][cH:14]1>>[O:2]([N:3]=[C:4]([C:5](=[O:6])[O:7][CH2:8][CH3:9])[c:10]1[n:11][c:12]([NH:15][C:16]([c:17]2[cH:18][cH:19][cH:20][cH:21][cH:22]2)([c:23]2[cH:24][cH:25][cH:26][cH:27][cH:28]2)[c:29]2[cH:30][cH:31][cH:32][cH:33][cH:34]2)[s:13][cH:14]1)[CH2:43][CH2:42][Br:41]. The reactants are Oc1cc(F)ccc1Br, O=C([O-])[O-], CN(C)C=O, BrCc1ccccc1I, [K+], [K+], O. Product: Fc1ccc(Br)c(OCc2ccccc2I)c1. RXN SMILES: [Br:10][c:11]1[c:12]([OH:18])[cH:13][c:14]([F:17])[cH:15][cH:16]1.[C:19](=[O:20])([O-:21])[O-:22].[CH3:26][N:27]([CH3:28])[CH:29]=[O:30].[I:1][c:2]1[c:3]([CH2:4][Br:5])[cH:6][cH:7][cH:8][cH:9]1.[K+:23].[K+:24].[OH2:25]>>[I:1][c:2]1[c:3]([CH2:4][O:18][c:12]2[c:11]([Br:10])[cH:16][cH:15][c:14]([F:17])[cH:13]2)[cH:6][cH:7][cH:8][cH:9]1. Product: CC(C)(C)OC(=O)Nc1cncc(C#Cc2ccccc2)c1. As a reaction SMILES: [Br:1][c:2]1[cH:3][n:4][cH:5][c:6]([C:8]#[C:9][c:10]2[cH:11][cH:12][cH:13][cH:14][cH:15]2)[cH:7]1.[C:16](=[O:17])([O-:18])[O-:19].[C:22]([CH3:23])([CH3:24])([CH3:25])[O:26][C:27]([NH2:28])=[O:29].[CH2:36]1[O:37][CH2:38][CH2:39][O:40][CH2:41]1.[CH3:30][NH:31][CH2:32][CH2:33][NH:34][CH3:35].[Cu:42][I:43].[K+:20].[K+:21]>>[c:2]1([NH:28][C:27]([O:26][C:22]([CH3:23])([CH3:24])[CH3:25])=[O:29])[cH:3][n:4][cH:5][c:6]([C:8]#[C:9][c:10]2[cH:11][cH:12][cH:13][cH:14][cH:15]2)[cH:7]1. Starting materials: Brc1cncc(C#Cc2ccccc2)c1, O=C([O-])[O-], CC(C)(C)OC(N)=O, C1COCCO1, CNCCNC, [Cu]I, [K+], [K+]. Starting materials: C, CCCCC#Cc1ncc(S(N)(=O)=O)s1, CO, [Pd]. Product: CCCCCCc1ncc(S(N)(=O)=O)s1. As a reaction SMILES: [C:18].[C:1](#[C:2][CH2:3][CH2:4][CH2:5][CH3:6])[c:7]1[s:8][c:9]([S:12](=[O:13])(=[O:14])[NH2:15])[cH:10][n:11]1.[CH3:16][OH:17].[Pd:19]>>[CH2:1]([CH2:2][CH2:3][CH2:4][CH2:5][CH3:6])[c:7]1[s:8][c:9]([S:12](=[O:13])(=[O:14])[NH2:15])[cH:10][n:11]1.